Dataset: the Open Reaction Database (ORD), a public repository of structured organic reaction records. Task: describe an organic reaction: reactants, conditions, products, and yield The reactants are C(C=C)(=O)OCCCC (n-butyl acrylate), C=CC(=O)OC1C=CC2C1C3CCC2C3 (dihydrodicyclopentadienyl acrylate). Yields the product C(C=C)(=O)OCCCC (n-butyl acrylate), C(C(=C)C)(=O)O (methacrylic acid). As a reaction SMILES: [C:1]([O:5][CH2:6][CH2:7][CH2:8][CH3:9])(=[O:4])[CH:2]=[CH2:3].C=CC([O:14][CH:15]1[CH:19]2[CH:20]3CC([CH:18]2C=C1)CC3)=O>>[C:1]([O:5][CH2:6][CH2:7][CH2:8][CH3:9])(=[O:4])[CH:2]=[CH2:3].[C:15]([OH:4])(=[O:14])[C:19]([CH3:20])=[CH2:18]. Procedure: A dispersion of a core/shell polymer which had a core of n-butyl acrylate and dihydrodicyclopentadienyl acrylate (weight ratio 98:2) and a shell of n-butyl acrylate and methacrylic acid (weight ratio 98:1.5) and a core/shell weight ratio of 60:40 and which had been obtained by emulsion polymerization in a conventinal manner was mixed with red phosphorus and the sodium salt of a C12 -C18 -alkanesulfonic acid in a stirred kettle at room temperature. The mixing time was 30 minutes. Reaction SMILES: [CH3:1][NH:2][CH:3]([CH3:12])[CH2:4][C:5]1[CH:10]=[CH:9][C:8](N)=[CH:7][CH:6]=1.[F:13][B-](F)(F)F.[H+].N([O-])=O.[Na+].N([O-])=O>[Cu]Cl.O>[CH3:1][NH:2][CH:3]([CH3:12])[CH2:4][C:5]1[CH:10]=[CH:9][C:8]([F:13])=[CH:7][CH:6]=1 |f:1.2,3.4|. Procedure details: A solution of 8.2 g. (0.05 mole) of (±)-N-methyl-2-(4-amino-phenyl)-1-methyl-ethyl amine (HU-PS 154,060) in 30 ml. 56% fluoroboric acid and 3.5 g. (0.051 mole) of sodium nitrite in 25 ml. water are simultaneously dropped into 100 ml. of 56% fluoro boric acid under stirring and cooling at -5°-(-7°)C. so that a small excess of nitrite solution is maintained in the reaction mixture during the addition. The mixture is then stirred for a further 30 minutes at -5°-(-7°)C. and in small portions 2.5 g. ... Reagents/catalysts: [Cu]Cl (copper (I) chloride). Conditions: time 30 minute. Solvent: O (water). Reactants: N(=O)[O-] (nitrite), CNC(CC1=CC=C(C=C1)N)C ((±)-N-methyl-2-(4-amino-phenyl)-1-methyl-ethyl amine), F[B-](F)(F)F.[H+] (fluoro boric acid), F[B-](F)(F)F.[H+] (fluoroboric acid), N(=O)[O-].[Na+] (sodium nitrite). Yields the product CNC(CC1=CC=C(C=C1)F)C ((±)-N-methyl-2-(4-fluorophenyl)-1-methyl-ethyl-amine). The reactants are O=C(O)c1cccc(C(F)(F)F)n1, Cc1cccc(-c2sc(C)nc2C(=O)N2CC3CC(C)CC3C2CN)c1. Product: Cc1cccc(-c2sc(C)nc2C(=O)N2CC3CC(C)CC3C2CNC(=O)c2cccc(C(F)(F)F)n2)c1. As a reaction SMILES: [F:27][C:28]([c:29]1[cH:30][cH:31][cH:32][c:33]([C:35](=[O:36])[OH:37])[n:34]1)([F:38])[F:39].[NH2:1][CH2:2][CH:3]1[CH:4]2[CH2:5][CH:6]([CH3:26])[CH2:7][CH:8]2[CH2:9][N:10]1[C:11](=[O:12])[c:13]1[n:14][c:15]([CH3:25])[s:16][c:17]1-[c:18]1[cH:19][c:20]([CH3:24])[cH:21][cH:22][cH:23]1>>[NH:1]([CH2:2][CH:3]1[CH:4]2[CH2:5][CH:6]([CH3:26])[CH2:7][CH:8]2[CH2:9][N:10]1[C:11](=[O:12])[c:13]1[n:14][c:15]([CH3:25])[s:16][c:17]1-[c:18]1[cH:19][c:20]([CH3:24])[cH:21][cH:22][cH:23]1)[C:35]([c:33]1[cH:32][cH:31][cH:30][c:29]([C:28]([F:27])([F:38])[F:39])[n:34]1)=[O:36]. The reactants are ClC1=CC(=NC2=C(C(=CC=C12)C)F)C(=O)OC (Methyl 4-chloro-8-fluoro-7-methylquinoline-2-carboxylate), FC1=CC=C(C=C1)B(O)O ((4-Fluorophenyl)boronic acid), C([O-])([O-])=O.[Na+].[Na+] (Sodium Carbonate), CCO (EtOH). The reagents and catalysts are C=1C=CC(=CC1)[P](C=2C=CC=CC2)(C=3C=CC=CC3)[Pd]([P](C=4C=CC=CC4)(C=5C=CC=CC5)C=6C=CC=CC6)([P](C=7C=CC=CC7)(C=8C=CC=CC8)C=9C=CC=CC9)[P](C=1C=CC=CC1)(C=1C=CC=CC1)C=1C=CC=CC1 (Pd(Ph3P)4). The solvent is C1(=CC=CC=C1)C (toluene). Run at temperature 75 celsius. Yields the product FC=1C(=CC=C2C(=CC(=NC12)C(=O)OC)C1=CC=C(C=C1)F)C (Methyl 8-fluoro-4-(4-fluorophenyl)-7-methylquinoline-2-carboxylate). Isolated yield 80.9%. As a reaction SMILES: Cl[C:2]1[C:11]2[C:6](=[C:7]([F:13])[C:8]([CH3:12])=[CH:9][CH:10]=2)[N:5]=[C:4]([C:14]([O:16][CH3:17])=[O:15])[CH:3]=1.[F:18][C:19]1[CH:24]=[CH:23][C:22](B(O)O)=[CH:21][CH:20]=1.CCO.C(=O)([O-])[O-].[Na+].[Na+]>C1(C)C=CC=CC=1.C1C=CC([P]([Pd]([P](C2C=CC=CC=2)(C2C=CC=CC=2)C2C=CC=CC=2)([P](C2C=CC=CC=2)(C2C=CC=CC=2)C2C=CC=CC=2)[P](C2C=CC=CC=2)(C2C=CC=CC=2)C2C=CC=CC=2)(C2C=CC=CC=2)C2C=CC=CC=2)=CC=1>[F:13][C:7]1[C:8]([CH3:12])=[CH:9][CH:10]=[C:11]2[C:6]=1[N:5]=[C:4]([C:14]([O:16][CH3:17])=[O:15])[CH:3]=[C:2]2[C:22]1[CH:23]=[CH:24][C:19]([F:18])=[CH:20][CH:21]=1 |f:3.4.5,^1:47,49,68,87|. Procedure: Methyl 4-chloro-8-fluoro-7-methylquinoline-2-carboxylate (7-8, 993 mg, 3.91 mmol), (4-Fluorophenyl)boronic acid (575 mg, 4.11 mmol), and Pd(Ph3P)4 (226 mg, 0.196 mmol) were dissolved in degassed toluene (25 mL). Degasses EtOH (2.7 mL) was added followed by degassed 2M aq. Sodium Carbonate (4.31 mL, 8.61 mmol). The reaction was heated at 75° C. overnight then quenched with water and the mixture was extracted with ethyl acetate (×3). The combined organic fractions were dried (MgSO4), filtered and ... Reactants: ClC1=CC=2N(C3=CC=CC=C3SC2C=C1)CCCN1C(=CC=C1)C(=O)OC (Methyl 1-[3-(2-chlorophenothiazin-10-yl)-1-propyl]pyrrole-2-carboxylate), [OH-].[Na+] (sodium hydroxide). The solvent is CS(=O)C (dimethyl sulfoxide), C(C)O (ethanol). Yields the product Cl (hydrochloric acid), ClC1=CC=2N(C3=CC=CC=C3SC2C=C1)CCCN1C(=CC=C1)C(=O)O (1-[3-(2-chlorophenothiazin-10-yl)-1-propyl]pyrrole-2-carboxylic acid). The yield is 188.1%. Reaction SMILES: [Cl:1][C:2]1[CH:15]=[CH:14][C:13]2[S:12][C:11]3[C:6](=[CH:7][CH:8]=[CH:9][CH:10]=3)[N:5]([CH2:16][CH2:17][CH2:18][N:19]3[CH:23]=[CH:22][CH:21]=[C:20]3[C:24]([O:26]C)=[O:25])[C:4]=2[CH:3]=1.[OH-].[Na+]>C(O)C.CS(C)=O>[ClH:1].[Cl:1][C:2]1[CH:15]=[CH:14][C:13]2[S:12][C:11]3[C:6](=[CH:7][CH:8]=[CH:9][CH:10]=3)[N:5]([CH2:16][CH2:17][CH2:18][N:19]3[CH:23]=[CH:22][CH:21]=[C:20]3[C:24]([OH:26])=[O:25])[C:4]=2[CH:3]=1 |f:1.2|. Procedure: 3.99 g (10 mmol) of the compound obtained in Example 11 are dissolved in 15 ml of ethanol and 7.5 ml of dimethyl sulfoxide. 0.8 g (20 mmol) of sodium hydroxide (in 1N solution) is added and the mixture is heated under reflux for 7 hours, with stirring. After acidification with a 1N hydrochloric acid solution and customary treatment of the organic phases, 3.62 g of the expected product are obtained. Reported procedure: In analogy to the procedure described in example 17 a], (S)-4-benzyl-3-ethoxyacetyl-oxazolidin-2-one (for the preparation of (S)-4-benzyl-3-ethoxyacetyl-oxazolidin-2-one see: D. Haigh, H. C. Birrell, B. C. C. Cantello, D. S. Eggleston, R. C. Haltiwanger, R. M. Hindley, A. Ramaswamy, N. C. Stevens, Tetrahedron: Asymmetry 1999, 10, 1353-1367) was reacted with 4-benzyloxy-2-methoxy-benzaldehyde in the presence of triethylamine and di-n-butylboron triflate to give (S)-4-benzyl-3-[(2S,3R)-3-(4-benzyl... Product: C(C1=CC=CC=C1)[C@@H]1N(C(OC1)=O)C([C@H]([C@H](O)C1=C(C=C(C=C1)OCC1=CC=CC=C1)OC)OCC)=O ((S)-4-benzyl-3-[(2S,3R)-3-(4-benzyloxy-2-methoxy-phenyl)-2-ethoxy-3-hydroxy-propionyl]-oxazolidin-2-one). The solvent is C(C)N(CC)CC (triethylamine). As a reaction SMILES: [CH2:1]([C@H:8]1[CH2:12][O:11][C:10](=[O:13])[N:9]1[C:14](=[O:19])[CH2:15][O:16][CH2:17][CH3:18])[C:2]1[CH:7]=[CH:6][CH:5]=[CH:4][CH:3]=1.[CH2:20]([O:27][C:28]1[CH:35]=[CH:34][C:31]([CH:32]=[O:33])=[C:30]([O:36][CH3:37])[CH:29]=1)[C:21]1[CH:26]=[CH:25][CH:24]=[CH:23][CH:22]=1.[O-]S(C(F)(F)F)(=O)=O.C([B+]CCCC)CCC>C(N(CC)CC)C>[CH2:1]([C@H:8]1[CH2:12][O:11][C:10](=[O:13])[N:9]1[C:14](=[O:19])[C@@H:15]([O:16][CH2:17][CH3:18])[C@@H:32]([C:31]1[CH:34]=[CH:35][C:28]([O:27][CH2:20][C:21]2[CH:22]=[CH:23][CH:24]=[CH:25][CH:26]=2)=[CH:29][C:30]=1[O:36][CH3:37])[OH:33])[C:2]1[CH:3]=[CH:4][CH:5]=[CH:6][CH:7]=1 |f:2.3|. The reactants are C(C1=CC=CC=C1)OC1=CC(=C(C=O)C=C1)OC (4-benzyloxy-2-methoxy-benzaldehyde), [O-]S(=O)(=O)C(F)(F)F.C(CCC)[B+]CCCC (di-n-butylboron triflate), C(C1=CC=CC=C1)[C@@H]1N(C(OC1)=O)C(COCC)=O ((S)-4-benzyl-3-ethoxyacetyl-oxazolidin-2-one), C(C1=CC=CC=C1)[C@@H]1N(C(OC1)=O)C(COCC)=O ((S)-4-benzyl-3-ethoxyacetyl-oxazolidin-2-one).